From a dataset of the Open Reaction Database (ORD), a public repository of structured organic reaction records. describe an organic reaction: reactants, conditions, products, and yield Starting materials: NC1=C(C=CC=C1)NC(=O)C=1C(=C2N(N=CC(=C2NC2=CC=C(C=C2)OC2=CC=CC=C2)C#N)C1)C (3-Cyano-5-methyl-4-(4-phenoxy-phenylamino)-pyrrolo[1,2-b]pyridazine-6-carboxylic acid (2-amino-phenyl)-amide), C12(C(=O)CC(CC1)C2(C)C)CS(=O)(=O)O (10-camphorsulfonic acid). The solvent is C1(=CC=CC=C1)C (toluene). Product: N1C(=NC2=C1C=CC=C2)C=2C(=C1N(N=CC(=C1NC1=CC=C(C=C1)OC1=CC=CC=C1)C#N)C2)C (6-(1H-Benzoimidazol-2-yl)-5-methyl-4-(4-phenoxy-phenylamino)-pyrrolo[1,2-b]pyridazine-3-carbonitrile). Reaction SMILES: [NH2:1][C:2]1[CH:7]=[CH:6][CH:5]=[CH:4][C:3]=1[NH:8][C:9]([C:11]1[C:12]([CH3:36])=[C:13]2[C:18]([NH:19][C:20]3[CH:25]=[CH:24][C:23]([O:26][C:27]4[CH:32]=[CH:31][CH:30]=[CH:29][CH:28]=4)=[CH:22][CH:21]=3)=[C:17]([C:33]#[N:34])[CH:16]=[N:15][N:14]2[CH:35]=1)=O.C12(CS(O)(=O)=O)C(C)(C)C(CC1)CC2=O>C1(C)C=CC=CC=1>[NH:8]1[C:3]2[CH:4]=[CH:5][CH:6]=[CH:7][C:2]=2[N:1]=[C:9]1[C:11]1[C:12]([CH3:36])=[C:13]2[C:18]([NH:19][C:20]3[CH:25]=[CH:24][C:23]([O:26][C:27]4[CH:32]=[CH:31][CH:30]=[CH:29][CH:28]=4)=[CH:22][CH:21]=3)=[C:17]([C:33]#[N:34])[CH:16]=[N:15][N:14]2[CH:35]=1. Reported procedure: 3-Cyano-5-methyl-4-(4-phenoxy-phenylamino)-pyrrolo[1,2-b]pyridazine-6-carboxylic acid (2-amino-phenyl)-amide 371 (4 mg, 0.008 mmol) and a small pinch of 10-camphorsulfonic acid was heated in toluene (1.0 ml) at 110° C. for 5 hrs. The reaction mixture was purified by silica gel flash chromatography to isolate 373 as yellow film (1.9 mg, 33%). [M+H]+=436.1.